From a dataset of the Open Reaction Database (ORD), a public repository of structured organic reaction records. describe an organic reaction: reactants, conditions, products, and yield The reactants are amide, OC1[C@H]2CN(C[C@@H]1CNC2)C(=O)OC(C)(C)C ((1R,5S)-tert-butyl 9-hydroxy-3,7-diazabicyclo[3.3.1]nonane-3-carboxylate), C1(CCCC1)N1C(=CC2=C1N=C(N=C2)NC2=NC=C(C(=O)O)C=C2)C(N(C)C)=O (6-(7-cyclopentyl-6-(dimethylcarbamoyl)-7H-pyrrolo[2,3-d]pyrimidin-2-ylamino)nicotinic acid), [Li+].[Cl-] (LiCl). Yields the product C1(CCCC1)N1C(=CC2=C1N=C(N=C2)NC2=NC=C(C(=O)N1C[C@H]3CN(C[C@@H](C1)C3O)C(=O)OC(C)(C)C)C=C2)C(N(C)C)=O ((1R,5S)-tert-butyl 7-(6-(7-cyclopentyl-6-(dimethylcarbamoyl)-7H-pyrrolo[2,3-d]pyrimidin-2-ylamino)nicotinoyl)-9-hydroxy-3,7-diazabicyclo[3.3.1]nonane-3-carboxylate). Isolated yield 77.0%. Reaction SMILES: [CH:1]1([N:6]2[C:10]3[N:11]=[C:12]([NH:15][C:16]4[CH:24]=[CH:23][C:19]([C:20](O)=[O:21])=[CH:18][N:17]=4)[N:13]=[CH:14][C:9]=3[CH:8]=[C:7]2[C:25](=[O:29])[N:26]([CH3:28])[CH3:27])[CH2:5][CH2:4][CH2:3][CH2:2]1.[Li+].[Cl-].[OH:32][CH:33]1[C@H:38]2[CH2:39][NH:40][CH2:41][C@@H:34]1[CH2:35][N:36]([C:42]([O:44][C:45]([CH3:48])([CH3:47])[CH3:46])=[O:43])[CH2:37]2>>[CH:1]1([N:6]2[C:10]3[N:11]=[C:12]([NH:15][C:16]4[CH:24]=[CH:23][C:19]([C:20]([N:40]5[CH2:39][C@H:38]6[CH:33]([OH:32])[C@H:34]([CH2:35][N:36]([C:42]([O:44][C:45]([CH3:48])([CH3:47])[CH3:46])=[O:43])[CH2:37]6)[CH2:41]5)=[O:21])=[CH:18][N:17]=4)[N:13]=[CH:14][C:9]=3[CH:8]=[C:7]2[C:25](=[O:29])[N:26]([CH3:27])[CH3:28])[CH2:2][CH2:3][CH2:4][CH2:5]1 |f:1.2|. Procedure details: Following general amide formation method 1, 6-(7-cyclopentyl-6-(dimethylcarbamoyl)-7H-pyrrolo[2,3-d]pyrimidin-2-ylamino)nicotinic acid with 5 equiv LiCl was combined with (1R,5S)-tert-butyl 9-hydroxy-3,7-diazabicyclo[3.3.1]nonane-3-carboxylate which gave (1R,5S)-tert-butyl 7-(6-(7-cyclopentyl-6-(dimethylcarbamoyl)-7H-pyrrolo[2,3-d]pyrimidin-2-ylamino)nicotinoyl)-9-hydroxy-3,7-diazabicyclo[3.3.1]nonane-3-carboxylate (158 mg) in 77% yield. 1H NMR (400 MHz, CDCl3) δ ppm 8.76 (s, 1H), 8.56 (d, J=8.5... Reactants: C(=O)(O)[O-].[Na+] (NaHCO3), BrCC=1C=CC(=NC1)N(C(=O)OC(C)(C)C)C(=O)OC(C)(C)C (di-tert-butyl [5-(bromomethyl)pyridin-2-yl]imidodicarbonate), BrCC=1C=CC(=NC1)N(C(=O)OC(C)(C)C)C(=O)OC(C)(C)C (di-tert-butyl [5-(bromomethyl)pyridin-2-yl]imidodicarbonate), P(OCC)(OCC)OCC (triethyl phosphite), Cl (HCl). Run in O1CCOCC1 (dioxane), O1CCOCC1 (dioxane), C(Cl)Cl (DCM). Conditions: temperature 110 celsius, time 4 hour. Yields the product NC1=CC=C(C=N1)CP(OCC)(OCC)=O (Diethyl [(6-aminopyridin-3-yl)methyl]phosphonate). Isolated yield 31.0%. RXN SMILES: Br[CH2:2][C:3]1[CH:4]=[CH:5][C:6]([N:9](C(OC(C)(C)C)=O)C(OC(C)(C)C)=O)=[N:7][CH:8]=1.[P:24]([O:31]CC)([O:28][CH2:29][CH3:30])[O:25][CH2:26][CH3:27].Cl.C([O-])(O)=O.[Na+]>O1CCOCC1.C(Cl)Cl>[NH2:9][C:6]1[N:7]=[CH:8][C:3]([CH2:2][P:24](=[O:31])([O:28][CH2:29][CH3:30])[O:25][CH2:26][CH3:27])=[CH:4][CH:5]=1 |f:3.4|. Procedure details: A mixture of di-tert-butyl [5-(bromomethyl)pyridin-2-yl]imidodicarbonate (Compound 309B, 1.162 g, 3 mmol) and triethyl phosphite (0.598 g, 3.6 mmol) in dioxane (2 mL) was stirred at 110° C. for 4 h. The cooled reaction mixture (room temperature) was treated with 4 N HCl in dioxane (5 mL) and DCM (10 mL) and allowed to stir at room temperature for 6 h. Sat. NaHCO3(aq, 15 mL) was added and the mixture was extracted with DCM (3×40 mL). The combined organic phases were dried over MgSO4, concentrated...